Dataset: the Open Reaction Database (ORD), a public repository of structured organic reaction records. Task: describe an organic reaction: reactants, conditions, products, and yield Starting materials: C(C)(C)(C)OC(=O)C1=CC=C(C=C1)CP(O)=O ([4-(tert-Butoxycarbonyl)phenyl]methylphosphinic acid), Cl (HCl), C(C)OP(=O)(C)C1=CC=C(C(=O)OC(C)(C)C)C=C1 (tert-Butyl 4-[ethoxy(methyl) phosphoryl]benzoate), [OH-].[K+] (potassium hydroxide). Run in O1CCOCC1 (dioxane). Run at time 10 minute. The product is COP(=O)(C1=CC=CC=C1)C1=CC=C(C(=O)O)C=C1 (4-[Methoxy(phenyl)phosphoryl]benzoic acid). RXN SMILES: C([O:5][C:6]([C:8]1[CH:13]=[CH:12][C:11](CP(=O)O)=[CH:10][CH:9]=1)=[O:7])(C)(C)C.[CH2:18]([O:20][P:21]([C:24]1[CH:36]=[CH:35][C:27](C(OC(C)(C)C)=O)=[CH:26][CH:25]=1)(C)=[O:22])C.[OH-].[K+].Cl>O1CCOCC1>[CH3:18][O:20][P:21]([C:11]1[CH:10]=[CH:9][C:8]([C:6]([OH:5])=[O:7])=[CH:13][CH:12]=1)([C:24]1[CH:36]=[CH:35][CH:27]=[CH:26][CH:25]=1)=[O:22] |f:2.3|. Reported procedure: [4-(tert-Butoxycarbonyl)phenyl]methylphosphinic acid]. tert-Butyl 4-[ethoxy(methyl) phosphoryl]benzoate (510 mg, 1.79 mmol) was made 0.25 M in dioxane and to this stirring solution was added potassium hydroxide (5.38 mL, 5.38 mmol). The resulting mixture was stirred at ambient temperature for 10 minutes. The reaction mixture was neutralized with 1 eq aq HCl then concentrated in vacuo. The residue was diluted with MeOH, the inorganic salts were filtered off and the filtrate was concentrated in va... The product is O=C(NO)c1c(O)c2ccc([N+](=O)[O-])cc2[nH]c1=O. RXN SMILES: [CH3:1][Si:2]([CH3:3])([CH3:4])[NH:5][OH:6].[O:27]1[CH2:28][CH2:29][O:30][CH2:31][CH2:32]1.[OH:7][c:8]1[c:9]([C:22](=[O:23])[O:24][CH2:25][CH3:26])[c:10](=[O:21])[nH:11][c:12]2[cH:13][c:14]([N+:18](=[O:19])[O-:20])[cH:15][cH:16][c:17]12>>[NH:5]([OH:6])[C:22]([c:9]1[c:8]([OH:7])[c:17]2[c:12]([nH:11][c:10]1=[O:21])[cH:13][c:14]([N+:18](=[O:19])[O-:20])[cH:15][cH:16]2)=[O:23]. Reactants: C[Si](C)(C)NO, C1COCCO1, CCOC(=O)c1c(O)c2ccc([N+](=O)[O-])cc2[nH]c1=O. Starting materials: [Na] (sodium), C(CC(=O)C)(=O)OC (methyl acetoacetate), FC(C(=CC(=O)OC(C)C)C)(F)F (isopropyl 4,4,4-trifluoro-3-methylbut-2-enoate). Solvent: C(C)O (ethanol). Yields the product CC1(CC(CC(C1)=O)=O)C(F)(F)F (5-Methyl-5-trifluoromethylcyclohexane-1,3-dione). Reaction SMILES: [Na].[C:2]([O:8]C)(=O)[CH2:3][C:4]([CH3:6])=[O:5].[F:10][C:11]([F:22])([F:21])[C:12]([CH3:20])=[CH:13]C(OC(C)C)=O>C(O)C>[CH3:13][C:12]1([C:11]([F:22])([F:21])[F:10])[CH2:20][C:2](=[O:8])[CH2:3][C:4](=[O:5])[CH2:6]1 |^1:0|. Reported procedure: 0.64 g of sodium were introduced into 40 ml of ethanol, and 3.23 ml of methyl acetoacetate and 4.9 g of isopropyl 4,4,4-trifluoro-3-methylbut-2-enoate were introduced, and the mixture was heated at the boil for 18 hours. After the mixture has been partitioned between dilute hydrochloric acid and ethyl acetate, the mixture is evaporated. The remaining unpurified methyl 2-methyl-4,6-dioxo-2-trifluoromethylcyclohexanecarboxylate is hydrolysed in a mixture of methanol and water at boiling point in t... Product: CC=1C2=C(SC1C(C(=O)O)CCCC1=CC=CC=C1)C=CC=C2 (2-(3-Methyl-1H-benzo[b]thiophen-2-yl)-5-phenylpentanoic Acid). Reaction SMILES: [CH3:1][C:2]1[C:3]2[CH:14]=[CH:13][CH:12]=[CH:11][C:4]=2[S:5][C:6]=1[CH2:7][C:8]([OH:10])=[O:9].C([Li])CCC.Br[CH2:21][CH2:22][CH2:23][C:24]1[CH:29]=[CH:28][CH:27]=[CH:26][CH:25]=1.[OH-].[Na+]>C1COCC1.O>[CH3:1][C:2]1[C:3]2[CH:14]=[CH:13][CH:12]=[CH:11][C:4]=2[S:5][C:6]=1[CH:7]([CH2:21][CH2:22][CH2:23][C:24]1[CH:29]=[CH:28][CH:27]=[CH:26][CH:25]=1)[C:8]([OH:10])=[O:9] |f:3.4|. The solvent is O (water), C1CCOC1 (THF), hexanes. Reported procedure: To a stirred solution of 3-methylbenzo[b]thiophene-2-acetic acid (1.00 g) in THF at −78° C. under nitrogen was added a solution of n-butyllithium in hexanes (2.5M; 3.98 ml). Stirring was continued for 15 mins at this temperature before 1-bromo-3-phenylpropane (965 mg) was added. The mixture was stirred for 30 mins before allowing to warm up to RT and then stirred at RT for a further 1 h. The reaction mixture was poured on to a mixture of water (50 ml) and 1 N sodium hydroxide solution (10 ml). T... The yield is 36.8%. Starting materials: [OH-].[Na+] (sodium hydroxide), CC=1C2=C(SC1CC(=O)O)C=CC=C2 (3-methylbenzo[b]thiophene-2-acetic acid), C(CCC)[Li] (n-butyllithium), BrCCCC1=CC=CC=C1 (1-bromo-3-phenylpropane). Reaction SMILES: [CH:21]([N:22]([CH2:23][CH3:24])[CH:25]([CH3:26])[CH3:27])([CH3:28])[CH3:29].[Cl:1][c:2]1[n:3][cH:4][n:5][c:6]([Cl:8])[cH:7]1.[NH2:9][c:10]1[cH:11][c:12]([C:13](=[O:14])[NH:15][CH3:16])[cH:17][cH:18][c:19]1[CH3:20].[O:30]1[CH2:31][CH2:32][O:33][CH2:34][CH2:35]1>>[c:2]1([NH:9][c:10]2[cH:11][c:12]([C:13](=[O:14])[NH:15][CH3:16])[cH:17][cH:18][c:19]2[CH3:20])[n:3][cH:4][n:5][c:6]([Cl:8])[cH:7]1. Reactants: CCN(C(C)C)C(C)C, Clc1cc(Cl)ncn1, CNC(=O)c1ccc(C)c(N)c1, C1COCCO1. The product is CNC(=O)c1ccc(C)c(Nc2cc(Cl)ncn2)c1. Starting materials: CC(C)(C)n1nc(CCC=O)cc1-c1ccc(F)cc1, CCN(C(C)C)C(C)C, Fc1ccccc1N1CCNCC1. Yields the product CC(C)(C)n1nc(CCCN2CCN(c3ccccc3F)CC2)cc1-c1ccc(F)cc1. RXN SMILES: [C:1]([CH3:2])([CH3:3])([CH3:4])[n:5]1[n:6][c:7]([CH2:17][CH2:18][CH:19]=[O:20])[cH:8][c:9]1-[c:10]1[cH:11][cH:12][c:13]([F:16])[cH:14][cH:15]1.[CH:34]([N:35]([CH2:36][CH3:37])[CH:38]([CH3:39])[CH3:40])([CH3:41])[CH3:42].[F:21][c:22]1[c:23]([N:28]2[CH2:29][CH2:30][NH:31][CH2:32][CH2:33]2)[cH:24][cH:25][cH:26][cH:27]1>>[C:1]([CH3:2])([CH3:3])([CH3:4])[n:5]1[n:6][c:7]([CH2:17][CH2:18][CH2:19][N:31]2[CH2:30][CH2:29][N:28]([c:23]3[c:22]([F:21])[cH:27][cH:26][cH:25][cH:24]3)[CH2:33][CH2:32]2)[cH:8][c:9]1-[c:10]1[cH:11][cH:12][c:13]([F:16])[cH:14][cH:15]1. Starting materials: aqueous solution, CN (methylamine), NC=1C(=CC(=C(C1)N1C=C(C(C2=CC(=C(C(=C12)Cl)F)F)=O)C(=O)O)C)F (1-(5-amino-4-fluoro-2-methylphenyl)-8-chloro-6,7-difluoro-4-oxo-1,4-dihydroquinoline-3-carboxylic acid). The solvent is N1=CC=CC=C1 (pyridine). Conditions: time 2 hour. Product: NC=1C(=CC(=C(C1)N1C=C(C(C2=CC(=C(C(=C12)Cl)NC)F)=O)C(=O)O)C)F (1-(5-Amino-4-fluoro-2-methylphenyl)-8-chloro-6-fluoro-7-methylamino-4-oxo-1,4-dihydroquinoline-3-carboxylic Acid). RXN SMILES: [CH3:1][NH2:2].[NH2:3][C:4]1[C:5]([F:28])=[CH:6][C:7]([CH3:27])=[C:8]([N:10]2[C:19]3[C:14](=[CH:15][C:16]([F:22])=[C:17](F)[C:18]=3[Cl:20])[C:13](=[O:23])[C:12]([C:24]([OH:26])=[O:25])=[CH:11]2)[CH:9]=1>N1C=CC=CC=1>[NH2:3][C:4]1[C:5]([F:28])=[CH:6][C:7]([CH3:27])=[C:8]([N:10]2[C:19]3[C:14](=[CH:15][C:16]([F:22])=[C:17]([NH:2][CH3:1])[C:18]=3[Cl:20])[C:13](=[O:23])[C:12]([C:24]([OH:26])=[O:25])=[CH:11]2)[CH:9]=1. Reported procedure: A 40% aqueous solution (100 mg) of methylamine and 1-(5-amino-4-fluoro-2-methylphenyl)-8-chloro-6,7-difluoro-4-oxo-1,4-dihydroquinoline-3-carboxylic acid (100 mg) were added to pyridine (2 ml), and the mixture was stirred at room temperature for 2 hours. After the solvent was distilled off under reduced pressure, a mixed liquid of ethanol and diethyl ether was added to the residue, and the mixture was left to stand overnight. Solids deposited were collected by filtration to obtain the title comp... Reactants: 4-fluorophenyllpiperidine-1-carboxylate, CC(C)([O-])C.[K+] (potassium tert-butoxide), BrCC1=NC(=CC(=C1)C(F)(F)F)Cl (2-(bromomethyl)-6-chloro-4-(trifluoromethyl)pyridine), OCC1(CCN(CC1)C(=O)OC(C)(C)C)C1=CC=C(C=C1)F (tert-butyl 4-(hydroxymethyl)-4-(4-fluorophenyl)piperidine-1-carboxylate). Solvent: O1CCCC1 (tetrahydrofuran), O (water). Run at temperature 0 celsius, time 1 hour. Product: BrC=1C=C(C=NC1)COCC1(CCN(CC1)C(=O)OC(C)(C)C)C1=CC=CC=C1 (tert-butyl 4-(((5-bromopryidin-3-yl)methoxy)methyl)-4-phenylpiperidine-1-carboxylate). RXN SMILES: [Br:1][CH2:2][C:3]1C=C(C(F)(F)F)C=C(Cl)[N:4]=1.[OH:14][CH2:15][C:16]1([C:29]2[CH:34]=[CH:33][C:32](F)=[CH:31][CH:30]=2)[CH2:21][CH2:20][N:19]([C:22]([O:24][C:25]([CH3:28])([CH3:27])[CH3:26])=[O:23])[CH2:18][CH2:17]1.[CH3:36][C:37]([CH3:40])([O-])[CH3:38].[K+]>O1CCCC1.O>[Br:1][C:2]1[CH:36]=[C:37]([CH2:40][O:14][CH2:15][C:16]2([C:29]3[CH:34]=[CH:33][CH:32]=[CH:31][CH:30]=3)[CH2:21][CH2:20][N:19]([C:22]([O:24][C:25]([CH3:28])([CH3:27])[CH3:26])=[O:23])[CH2:18][CH2:17]2)[CH:38]=[N:4][CH:3]=1 |f:2.3|. Procedure details: tert-butyl 4-(((6-chloro-4-(trifluoromethyl)pyridine-2-yl)methoxy)methyl)-4-(4-fluorophenyllpiperidine-1-carboxylate. 2-(bromomethyl)-6-chloro-4-(trifluoromethyl)pyridine (301 mg, 1.1 mmol) and tert-butyl 4-(hydroxymethyl)-4-(4-fluorophenyl)piperidine-1-carboxylate (309 mg, 1.0 mmol) were combined in tetrahydrofuran (20 mL) and cooled to 0° C. The reaction was treated with potassium tert-butoxide (244 mg, 2.0 mmol) portion wise. The reaction was stirred at 0° C. for 1 hr. The reaction mixture wa...